From a dataset of the Open Reaction Database (ORD), a public repository of structured organic reaction records. describe an organic reaction: reactants, conditions, products, and yield The reactants are OC1=CC=CC=2C=3N(C(=NC12)NC(C1=CN=CC=C1)=O)CCN3 (N-(7-hydroxy-2,3-dihydroimidazo[1,2-c]quinazolin-5-yl)nicotinamide), OC1=CC=CC=2C=3N(C(=NC12)NC(C1=CN=CC=C1)=O)CCN3 (N-(7-hydroxy-2,3-dihydroimidazo[1,2-c]quinazolin-5-yl)nicotinamide), O=S1(CCN(CC1)CCCO)=O (3-(1,1-dioxidothiomorpholin-4-yl)propan-1-ol). Product: O=S1(CCN(CC1)CCCOC1=CC=CC=2C=3N(C(=NC12)NC(C1=CN=CC=C1)=O)CCN3)=O (N-{7-[3-(1,1-dioxidothiomorpholin-4-yl)propoxy]-2,3 dihydroimidazo[1,2-c]quinazolin-5-yl}nicotinamide). As a reaction SMILES: [OH:1][C:2]1[C:11]2[N:10]=[C:9]([NH:12][C:13](=[O:20])[C:14]3[CH:19]=[CH:18][CH:17]=[N:16][CH:15]=3)[N:8]3[CH2:21][CH2:22][N:23]=[C:7]3[C:6]=2[CH:5]=[CH:4][CH:3]=1.[O:24]=[S:25]1(=[O:35])[CH2:30][CH2:29][N:28]([CH2:31][CH2:32][CH2:33]O)[CH2:27][CH2:26]1>>[O:35]=[S:25]1(=[O:24])[CH2:30][CH2:29][N:28]([CH2:31][CH2:32][CH2:33][O:1][C:2]2[C:11]3[N:10]=[C:9]([NH:12][C:13](=[O:20])[C:14]4[CH:19]=[CH:18][CH:17]=[N:16][CH:15]=4)[N:8]4[CH2:21][CH2:22][N:23]=[C:7]4[C:6]=3[CH:5]=[CH:4][CH:3]=2)[CH2:27][CH2:26]1. Procedure: The procedure used for the preparation of Example 4 was used to prepare the title compound from N-(7-hydroxy-2,3-dihydroimidazo[1,2-c]quinazolin-5-yl)nicotinamide (Intermediate C) and 3-(1,1-dioxidothiomorpholin-4-yl)propan-1-ol. High vacuum drying at 60° C. gave the title compound (105 mg, 45%): HPLC MS RT=1.16 min, MH+=483.2; 1H NMR (DMSO-d6+2 drops TFA-d) δ: 2.32-2.33 (2H, m), 3.53-3.58 (2H, m), 3.66 (4H, bs), 3.87 (4H, bs), 4.27-4.40 (2H, m), 4.58-4.65 (2H, m), 7.60 (1H, t), 7.70 (1H, d), 7.... Reactants: BrCC(=O)OC (methyl bromoacetate), C([O-])([O-])=O.[Cs+].[Cs+] (cesium carbonate), N1C(=NC2=C1C=CC=C2)C(=O)N([C@@H]2CN(C[C@@H](C2)C(=O)N2CCOCC2)C(=O)OC(C)(C)C)CC(C)C (tert-Butyl (3S, 5R)-3-{(1H-benzimidazol-2-ylcarbonyl)(2-methylpropyl)amino}-5-(morpholin-4-ylcarbonyl)piperidine-1-carboxylate). Solvent: CN(C=O)C (dimethylformamide). Reaction conditions: temperature 55 celsius, time 1 hour. Product: COC(CN1C(=NC2=C1C=CC=C2)C(=O)N([C@@H]2CN(C[C@@H](C2)C(=O)N2CCOCC2)C(=O)OC(C)(C)C)CC(C)C)=O (tert-butyl (3S, 5R)-3-[{[1-(2-methoxy-2-oxoethyl)-1H-benzimidazol-2-yl]carbonyl}(2-methylpropyl)amino]-5-(morpholin-4-ylcarbonyl)piperidine-1-carboxylate). RXN SMILES: [NH:1]1[C:5]2[CH:6]=[CH:7][CH:8]=[CH:9][C:4]=2[N:3]=[C:2]1[C:10]([N:12]([CH2:34][CH:35]([CH3:37])[CH3:36])[C@H:13]1[CH2:18][C@@H:17]([C:19]([N:21]2[CH2:26][CH2:25][O:24][CH2:23][CH2:22]2)=[O:20])[CH2:16][N:15]([C:27]([O:29][C:30]([CH3:33])([CH3:32])[CH3:31])=[O:28])[CH2:14]1)=[O:11].Br[CH2:39][C:40]([O:42][CH3:43])=[O:41].C(=O)([O-])[O-].[Cs+].[Cs+]>CN(C)C=O>[CH3:43][O:42][C:40](=[O:41])[CH2:39][N:1]1[C:5]2[CH:6]=[CH:7][CH:8]=[CH:9][C:4]=2[N:3]=[C:2]1[C:10]([N:12]([CH2:34][CH:35]([CH3:37])[CH3:36])[C@H:13]1[CH2:18][C@@H:17]([C:19]([N:21]2[CH2:22][CH2:23][O:24][CH2:25][CH2:26]2)=[O:20])[CH2:16][N:15]([C:27]([O:29][C:30]([CH3:31])([CH3:32])[CH3:33])=[O:28])[CH2:14]1)=[O:11] |f:2.3.4|. Reported procedure: tert-Butyl (3S, 5R)-3-{(1H-benzimidazol-2-ylcarbonyl)(2-methylpropyl)amino}-5-(morpholin-4-ylcarbonyl)piperidine-1-carboxylate (1.06 g) was dissolved in dimethylformamide (20 ml), methyl bromoacetate (390 μl) and cesium carbonate (2.02 g) were added and the mixture was stirred at 55° C. for 1 hr. The reaction mixture was concentrated under reduced pressure, diluted with water, and the mixture was extracted with ethyl acetate. The extract was washed with saturated brine, dried over anhydrous magn... Starting materials: CC1=NC(=CS1)/C=C(\C)/[C@@H]2C/C=C(\CCC[C@@H]([C@@H]([C@H](C(=O)C([C@H](CC(=O)O2)O)(C)C)C)O)C)/C (epothilone D), C([C@@H](O)[C@@H](O)[C@H](O)[C@H](O)CO)O (mannitol), glass, CC1=NC(=CS1)/C=C(\C)/[C@@H]2C/C=C(\CCC[C@@H]([C@@H]([C@H](C(=O)C([C@H](CC(=O)O2)O)(C)C)C)O)C)/C (epothilone D), C([C@@H](O)[C@@H](O)[C@H](O)[C@H](O)CO)O (mannitol), CC1=NC(=CS1)/C=C(\C)/[C@@H]2C/C=C(\CCC[C@@H]([C@@H]([C@H](C(=O)C([C@H](CC(=O)O2)O)(C)C)C)O)C)/C (epothilone D), CC1=NC(=CS1)/C=C(\C)/[C@@H]2C/C=C(\CCC[C@@H]([C@@H]([C@H](C(=O)C([C@H](CC(=O)O2)O)(C)C)C)O)C)/C (epothilone D), CC(COC[C@@H]1[C@@H]2[C@@H]([C@H]([C@H](O1)O[C@@H]3[C@H](O[C@@H]([C@@H]([C@H]3O)O)O[C@@H]4[C@H](O[C@@H]([C@@H]([C@H]4O)O)O[C@@H]5[C@H](O[C@@H]([C@@H]([C@H]5O)O)O[C@@H]6[C@H](O[C@@H]([C@@H]([C@H]6O)O)O[C@@H]7[C@H](O[C@@H]([C@@H]([C@H]7O)O)O[C@@H]8[C@H](O[C@H](O2)[C@@H]([C@H]8O)O)COCC(C)O)COCC(C)O)COCC(C)O)COCC(C)O)COCC(C)O)COCC(C)O)O)O)O (hydroxypropyl-β-cyclodextrin). Run in C(C)(C)(C)O.O (tert-butanol water), C(C)(C)(C)O.O (tert-butanol water), C(C)(C)(C)O.O (tert-butanol water). Yields the product CC1=NC(=CS1)/C=C(\C)/[C@@H]2C/C=C(\CCC[C@@H]([C@@H]([C@H](C(=O)C([C@H](CC(=O)O2)O)(C)C)C)O)C)/C.CC(COC[C@@H]1[C@@H]2[C@@H]([C@H]([C@H](O1)O[C@@H]3[C@H](O[C@@H]([C@@H]([C@H]3O)O)O[C@@H]4[C@H](O[C@@H]([C@@H]([C@H]4O)O)O[C@@H]5[C@H](O[C@@H]([C@@H]([C@H]5O)O)O[C@@H]6[C@H](O[C@@H]([C@@H]([C@H]6O)O)O[C@@H]7[C@H](O[C@@H]([C@@H]([C@H]7O)O)O[C@@H]8[C@H](O[C@H](O2)[C@@H]([C@H]8O)O)COCC(C)O)COCC(C)O)COCC(C)O)COCC(C)O)COCC(C)O)COCC(C)O)O)O)O (Epothilone D Hydroxypropyl-β-Cyclodextrin). RXN SMILES: [CH3:1][C:2]1[S:6][CH:5]=[C:4](/[CH:7]=[C:8](/[C@H:10]2[O:27][C:25](=[O:26])[CH2:24][C@H:23]([OH:28])[C:22]([CH3:30])([CH3:29])[C:20](=[O:21])[C@H:19]([CH3:31])[C@@H:18]([OH:32])[C@@H:17]([CH3:33])[CH2:16][CH2:15][CH2:14][C:13]([CH3:34])=[CH:12][CH2:11]2)\[CH3:9])[N:3]=1.[CH3:35][CH:36]([OH:139])[CH2:37][O:38][CH2:39][C@H:40]1[O:45][C@@H:44]2[O:46][C@H:47]3[C@H:52]([OH:53])[C@@H:51]([OH:54])[C@@H:50]([O:55][C@H:56]4[C@H:61]([OH:62])[C@@H:60]([OH:63])[C@@H:59]([O:64][C@H:65]5[C@H:70]([OH:71])[C@@H:69]([OH:72])[C@@H:68]([O:73][C@H:74]6[C@H:79]([OH:80])[C@@H:78]([OH:81])[C@@H:77]([O:82][C@H:83]7[C@H:88]([OH:89])[C@@H:87]([OH:90])[C@@H:86]([O:91][C@H:92]8[C@H:98]([OH:99])[C@@H:97]([OH:100])[C@@H:95]([O:96][C@H:41]1[C@H:42]([OH:138])[C@H:43]2[OH:137])[O:94][C@@H:93]8[CH2:101][O:102][CH2:103][CH:104]([OH:106])[CH3:105])[O:85][C@@H:84]7[CH2:107][O:108][CH2:109][CH:110]([OH:112])[CH3:111])[O:76][C@@H:75]6[CH2:113][O:114][CH2:115][CH:116]([OH:118])[CH3:117])[O:67][C@@H:66]5[CH2:119][O:120][CH2:121][CH:122]([OH:124])[CH3:123])[O:58][C@@H:57]4[CH2:125][O:126][CH2:127][CH:128]([OH:130])[CH3:129])[O:49][C@@H:48]3[CH2:131][O:132][CH2:133][CH:134]([OH:136])[CH3:135].C(O)[C@H]([C@H]([C@@H]([C@@H](CO)O)O)O)O>C(O)(C)(C)C.O>[CH3:1][C:2]1[S:6][CH:5]=[C:4](/[CH:7]=[C:8](/[C@H:10]2[O:27][C:25](=[O:26])[CH2:24][C@H:23]([OH:28])[C:22]([CH3:30])([CH3:29])[C:20](=[O:21])[C@H:19]([CH3:31])[C@@H:18]([OH:32])[C@@H:17]([CH3:33])[CH2:16][CH2:15][CH2:14][C:13]([CH3:34])=[CH:12][CH2:11]2)\[CH3:9])[N:3]=1.[CH3:105][CH:104]([OH:106])[CH2:103][O:102][CH2:101][C@H:93]1[O:94][C@@H:95]2[O:96][C@H:41]3[C@H:42]([OH:138])[C@@H:43]([OH:137])[C@@H:44]([O:46][C@H:47]4[C@H:52]([OH:53])[C@@H:51]([OH:54])[C@@H:50]([O:55][C@H:56]5[C@H:61]([OH:62])[C@@H:60]([OH:63])[C@@H:59]([O:64][C@H:65]6[C@H:70]([OH:71])[C@@H:69]([OH:72])[C@@H:68]([O:73][C@H:74]7[C@H:79]([OH:80])[C@@H:78]([OH:81])[C@@H:77]([O:82][C@H:83]8[C@H:88]([OH:89])[C@@H:87]([OH:90])[C@@H:86]([O:91][C@H:92]1[C@H:98]([OH:99])[C@H:97]2[OH:100])[O:85][C@@H:84]8[CH2:107][O:108][CH2:109][CH:110]([OH:112])[CH3:111])[O:76][C@@H:75]7[CH2:113][O:114][CH2:115][CH:116]([OH:118])[CH3:117])[O:67][C@@H:66]6[CH2:119][O:120][CH2:121][CH:122]([OH:124])[CH3:123])[O:58][C@@H:57]5[CH2:125][O:126][CH2:127][CH:128]([OH:130])[CH3:129])[O:49][C@@H:48]4[CH2:131][O:132][CH2:133][CH:134]([OH:136])[CH3:135])[O:45][C@@H:40]3[CH2:39][O:38][CH2:37][CH:36]([OH:139])[CH3:35] |f:3.4,5.6|. Reported procedure: A combination of ten milligrams (“mg”) of epothilone D and 0.4 grams (“g”) of hydroxypropyl-β-cyclodextrin (“HPβCD”) were dissolved in 60% tert-butanol-water to make 1 milliliter (“mL”) of solution. A second solution having ten mg of epothilone D and ten mg of mannitol dissolved in 60% tert-butanol-water was prepared. A third solution of ten mg of epothilone D and ten mg of mannitol in 60% tert-butanol-water was also prepared. Formulation solutions containing ten mg/mL epothilone D were poured i... Yields the product IC=1C(=NC(=NC1C(F)(F)F)SC)C=1N=NNN1 (5-iodo-2-methylthio-4-(2H-tetrazol-5-yl)-6-trifluoromethyl-pyrimidine). Reactants: Cl (HCl), C(#N)C1=NC(=NC(=C1I)C(F)(F)F)SC (4-Cyano-5-iodo-2-methylthio-6-trifluoromethylpyrimidine), O (water), [N-]=[N+]=[N-].[Na+] (sodium azide). RXN SMILES: [C:1]([C:3]1[C:8]([I:9])=[C:7]([C:10]([F:13])([F:12])[F:11])[N:6]=[C:5]([S:14][CH3:15])[N:4]=1)#[N:2].O.[N-:17]=[N+:18]=[N-:19].[Na+].Cl>C(O)(C)C.[Br-].[Zn+2].[Br-]>[I:9][C:8]1[C:3]([C:1]2[N:17]=[N:18][NH:19][N:2]=2)=[N:4][C:5]([S:14][CH3:15])=[N:6][C:7]=1[C:10]([F:12])([F:11])[F:13] |f:2.3,6.7.8|. The reagents and catalysts are [Br-].[Zn+2].[Br-] (zinc bromide). Solvent: C(C)(C)O (isopropanol). Isolated yield 88.9%. Procedure: 4-Cyano-5-iodo-2-methylthio-6-trifluoromethylpyrimidine (0.50 g) was dissolved in isopropanol (5 ml) and added water (10 ml), sodium azide (0.19 g) and zinc bromide (0.16 g) with stirring in room temperature. The mixture was refluxed for 3 hr and then cooled to room temperature and then added 3N-HCl to acidify. The mixture was extracted with ethyl acetate. The ethyl acetate layer was washed with water and brine, respectively and dried over magnesium sulfate. The solvent was removed under reduced...